From a dataset of the Open Reaction Database (ORD), a public repository of structured organic reaction records. describe an organic reaction: reactants, conditions, products, and yield Starting materials: CC(=O)Nc1ccccc1, Cc1cccc(Cl)n1. The product is CC(=O)N(c1ccccc1)c1cccc(C)n1. As a reaction SMILES: [C:1]([CH3:2])(=[O:3])[NH:4][c:5]1[cH:6][cH:7][cH:8][cH:9][cH:10]1.[Cl:11][c:12]1[n:13][c:14]([CH3:18])[cH:15][cH:16][cH:17]1>>[C:1]([CH3:2])(=[O:3])[N:4]([c:5]1[cH:6][cH:7][cH:8][cH:9][cH:10]1)[c:12]1[n:13][c:14]([CH3:18])[cH:15][cH:16][cH:17]1. Starting materials: CCN=C=NCCCN(C)C, CCN(C(C)C)C(C)C, Cl, Cl, Fc1ccc(F)c(OC2CCNCC2)c1, CN(C)C=O, O, On1nnc2ccccc21, O=C(O)CC(=O)Nc1ccc(-c2ccccc2)cc1. Product: O=C(CC(=O)N1CCC(Oc2cc(F)ccc2F)CC1)Nc1ccc(-c2ccccc2)cc1. As a reaction SMILES: [CH3:39][CH2:40][N:41]=[C:42]=[N:43][CH2:44][CH2:45][CH2:46][N:47]([CH3:48])[CH3:49].[CH:30]([N:31]([CH2:32][CH3:33])[CH:34]([CH3:35])[CH3:36])([CH3:37])[CH3:38].[ClH:50].[ClH:51].[F:52][c:53]1[c:54]([O:55][CH:56]2[CH2:57][CH2:58][NH:59][CH2:60][CH2:61]2)[cH:62][c:63]([F:66])[cH:64][cH:65]1.[O:67]=[CH:68][N:69]([CH3:70])[CH3:71].[OH2:72].[OH:20][n:21]1[c:22]2[c:23]([cH:24][cH:25][cH:26][cH:27]2)[n:28][n:29]1.[c:1]1(-[c:14]2[cH:15][cH:16][cH:17][cH:18][cH:19]2)[cH:2][cH:3][c:4]([NH:7][C:8]([CH2:9][C:10](=[O:11])[OH:12])=[O:13])[cH:5][cH:6]1>>[c:1]1(-[c:14]2[cH:15][cH:16][cH:17][cH:18][cH:19]2)[cH:2][cH:3][c:4]([NH:7][C:8]([CH2:9][C:10](=[O:12])[N:59]2[CH2:58][CH2:57][CH:56]([O:55][c:54]3[c:53]([F:52])[cH:65][cH:64][c:63]([F:66])[cH:62]3)[CH2:61][CH2:60]2)=[O:13])[cH:5][cH:6]1. The product is NC1=C(OC(=C1)C(C)(C)C)C(=O)OC (methyl 3-amino-5-tert-butylfuran-2-carboxylate). As a reaction SMILES: [H-].[Na+].[C:3]([O:7][CH3:8])(=[O:6])[CH2:4][OH:5].Cl[C:10]([C:14]([CH3:17])([CH3:16])[CH3:15])=[CH:11][C:12]#[N:13].O>COCCOC>[NH2:13][C:12]1[CH:11]=[C:10]([C:14]([CH3:17])([CH3:16])[CH3:15])[O:5][C:4]=1[C:3]([O:7][CH3:8])=[O:6] |f:0.1|. Procedure details: To a slurry of NaH (5.98 g, 0.24 mol, 2.6 equiv) in anh. DME (800 mL) at 0° C. was added methyl glycolate (23.0 g, 0.26 mol, 2.8 equiv) over 20 min. The mixture was stirred for 1 h at room temp. and a solution of 3-chloro-4,4-dimethyl-2-pentenenitrile (13.1 g, 0.091 mol) in DME (100 mL) was added. The resulting solution was heated to 85° C. for 42 h, cooled to room temp., and treated with H2O (100 mL). The resulting mixture was separated between H2O (200 mL) and EtOAc (300 mL). The aqueous layer... Yield: 16.6%. Reaction conditions: temperature 85 celsius, time 1 hour. Run in COCCOC (DME), COCCOC (DME). Starting materials: [H-].[Na+] (NaH), C(CO)(=O)OC (methyl glycolate), ClC(=CC#N)C(C)(C)C (3-chloro-4,4-dimethyl-2-pentenenitrile), O (H2O). Starting materials: CO.ClCCl (MeOH dichloromethane), ClC1=NC(=CC(=C1)C1=NN(C=N1)\C=C/C(=O)NN)OC(C)C ((Z)-3-(3-(2-chloro-6-isopropoxypyridin-4-yl)-1H-1,2,4-triazol-1-yl)acrylohydrazide), COC(OC)OC (Trimethylorthoformate), CS(=O)(=O)O (methane sulphonic acid), ice water. Solvent: C1CCOC1 (THF). Run at temperature 70 celsius. Yields the product ClC1=NC(=CC(=C1)C1=NN(C=N1)\C=C/C=1OC=NN1)OC(C)C ((Z)-2-(2-(3-(2-chloro-6-isopropoxypyridin-4-yl)-1H-1,2,4-triazol-1-yl)vinyl)-1,3,4-oxadiazole). Yield: 2.3%. RXN SMILES: [Cl:1][C:2]1[CH:7]=[C:6]([C:8]2[N:12]=[CH:11][N:10](/[CH:13]=[CH:14]\[C:15]([NH:17][NH2:18])=[O:16])[N:9]=2)[CH:5]=[C:4]([O:19][CH:20]([CH3:22])[CH3:21])[N:3]=1.[CH3:23]OC(OC)OC.CS(O)(=O)=O.CO.ClCCl>C1COCC1>[Cl:1][C:2]1[CH:7]=[C:6]([C:8]2[N:12]=[CH:11][N:10](/[CH:13]=[CH:14]\[C:15]3[O:16][CH:23]=[N:18][N:17]=3)[N:9]=2)[CH:5]=[C:4]([O:19][CH:20]([CH3:22])[CH3:21])[N:3]=1 |f:3.4|. Reported procedure: In a 100 mL, 3-neck round-bottomed flask equipped with nitrogen inlet, and a rubber septum, (Z)-3-(3-(2-chloro-6-isopropoxypyridin-4-yl)-1H-1,2,4-triazol-1-yl)acrylohydrazide (1.11 gm, 1.0 eq.) was dissolved in THF (17 mL, 15V). Trimethylorthoformate (0.364 g, 1.1 eq.) was added followed by methane sulphonic acid (0.178 g, 0.5 eq.). The Reaction mixture was refluxed at 70° C. for 2 h. The progress of the reaction was followed by TLC analysis on silica gel with 10% MeOH-dichloromethane as mobile ...